Dataset: the Open Reaction Database (ORD), a public repository of structured organic reaction records. Task: describe an organic reaction: reactants, conditions, products, and yield Starting materials: C(C)(C)(C)OC(C(CC=C)C(CC(C)C)C(NC(C(C)(C)C)C(NC1CC1)=O)=O)=O (2-[1-(1-Cyclopropylcarbamoyl-2,2-dimethyl-propylcarbamoyl)-3-methyl-butyl]-pent-4-enoic acid-tert-butyl ester). The solvent is ClCCl (dichloromethane), C(=O)(C(F)(F)F)O (TFA). Conditions: time 8 hour. The product is C1(CC1)NC(=O)C(C(C)(C)C)NC(=O)C(CC(C)C)C(C(=O)O)CC=C (2-[1-(1-Cyclopropylcarbamoyl-2,2-dimethyl-propylcarbamoyl)-3-methyl-butyl]-pent-4-enoic acid). Reaction SMILES: C([O:5][C:6](=[O:30])[CH:7]([CH:11]([C:16](=[O:29])[NH:17][CH:18]([C:23](=[O:28])[NH:24][CH:25]1[CH2:27][CH2:26]1)[C:19]([CH3:22])([CH3:21])[CH3:20])[CH2:12][CH:13]([CH3:15])[CH3:14])[CH2:8][CH:9]=[CH2:10])(C)(C)C>ClCCl.C(O)(C(F)(F)F)=O>[CH:25]1([NH:24][C:23]([CH:18]([NH:17][C:16]([CH:11]([CH:7]([CH2:8][CH:9]=[CH2:10])[C:6]([OH:30])=[O:5])[CH2:12][CH:13]([CH3:15])[CH3:14])=[O:29])[C:19]([CH3:21])([CH3:22])[CH3:20])=[O:28])[CH2:27][CH2:26]1. Reported procedure: 2-[1-(1-Cyclopropylcarbamoyl-2,2-dimethyl-propylcarbamoyl)-3-methyl-butyl]-pent-4-enoic acid-tert-butyl ester (2.05 g, 4.83 mmol) was dissolved in dichloromethane (7 ml) and TFA (7 ml). The mixture was allowed to stand at 0°-5° C. overnight then solvent was evaporated under reduced pressure, azeotroping with three times toluene to provide the title compound as a white solid which was recrystallised from ethyl acetate. Yield: 1.81 g (74%). 1H-NMR; δ (CD3OD), 8.19 (1H, br s), 7.95 (1H, d, J=9.2 Hz... Reactants: C(=O)(C(F)(F)F)O (TFA), C(C)(C)(C)OC(=O)N1C(CN(CC(C1)(C)C)C=1C=C2C(N(C(=NC2=CC1)C1=CC(=C(C=C1)F)OC)CC(NC(C)C)=O)=O)C (4-[2-(4-fluoro-3-methoxyphenyl)-3-(isopropylcarbamoylmethyl)-4-oxo-3,4-dihydroquinazolin-6-yl]-2,6,6-trimethylperhydro-1,4-diazepine-1-carboxylic acid tert-butyl ester), C(C)(C)(C)OC(=O)N1C(CN(CC(C1)(C)C)C=1C=C2C(N(C(=NC2=CC1)C1=CC(=C(C=C1)F)OC)CC(NC(C)C)=O)=O)C (4-[2-(4-Fluoro-3-methoxyphenyl)-3-(isopropylcarbamoylmethyl)-4-oxo-3,4-dihydroquinazolin-6-yl]-2,6,6-trimethylperhydro-1,4-diazepine-1-carboxylic acid tert-butyl ester), C(C)(C)(C)OC(=O)N1C(CN(CC(C1)(C)C)C=1C=C2C(N(C(=NC2=CC1)C1=CC(=C(C=C1)F)OC)CC(NC(C)C)=O)=O)C (4-[2-(4-fluoro-3-methoxyphenyl)-3-(isopropylcarbamoylmethyl)-4-oxo-3,4-dihydroquinazolin-6-yl]-2,6,6-trimethylperhydro-1,4-diazepine-1-carboxylic acid tert-butyl ester). The solvent is C(Cl)Cl (DCM), CO (MeOH). Conditions: time 4 hour. Product: FC1=C(C=C(C=C1)C1=NC2=CC=C(C=C2C(N1CC(=O)NC(C)C)=O)N1CC(NCC(C1)(C)C)C)OC (2-[2-(4-Fluoro-3-methoxyphenyl)-4-oxo-6-(3,6,6-trimethylperhydro-1,4-diazepin-1-yl)-4H-quinazolin-3-yl]-N-isopropylacetamide). RXN SMILES: C(OC([N:8]1[CH2:14][C:13]([CH3:16])([CH3:15])[CH2:12][N:11]([C:17]2[CH:18]=[C:19]3[C:24](=[CH:25][CH:26]=2)[N:23]=[C:22]([C:27]2[CH:32]=[CH:31][C:30]([F:33])=[C:29]([O:34][CH3:35])[CH:28]=2)[N:21]([CH2:36][C:37](=[O:42])[NH:38][CH:39]([CH3:41])[CH3:40])[C:20]3=[O:43])[CH2:10][CH:9]1[CH3:44])=O)(C)(C)C.C(O)(C(F)(F)F)=O>C(Cl)Cl.CO>[F:33][C:30]1[CH:31]=[CH:32][C:27]([C:22]2[N:21]([CH2:36][C:37]([NH:38][CH:39]([CH3:41])[CH3:40])=[O:42])[C:20](=[O:43])[C:19]3[C:24](=[CH:25][CH:26]=[C:17]([N:11]4[CH2:12][C:13]([CH3:16])([CH3:15])[CH2:14][NH:8][CH:9]([CH3:44])[CH2:10]4)[CH:18]=3)[N:23]=2)=[CH:28][C:29]=1[O:34][CH3:35]. Procedure: 4-[2-(4-Fluoro-3-methoxyphenyl)-3-(isopropylcarbamoylmethyl)-4-oxo-3,4-dihydroquinazolin-6-yl]-2,6,6-trimethylperhydro-1,4-diazepine-1-carboxylic acid tert-butyl ester (120 mg, 0.197 mmol) was dissolved in DCM (6 mL) and TFA (3 mL) added. The reaction was stirred at room temperature for 4 h. Product mixture was poured directly onto an SCX cartridge and product eluted with 2N NH3/MeOH. Solvent was evaporated under reduced pressure to afford a red solid. Product was diluted with MeOH (20 mL) and h... Starting materials: CN=C=O, CC(C)c1nc(CO)n(C)c1Sc1cc(Cl)cc(Cl)c1, C1CCOC1. The product is CNC(=O)OCc1nc(C(C)C)c(Sc2cc(Cl)cc(Cl)c2)n1C. As a reaction SMILES: [CH3:1][N:2]=[C:3]=[O:4].[Cl:5][c:6]1[cH:7][c:8]([S:13][c:14]2[c:15]([CH:22]([CH3:23])[CH3:24])[n:16][c:17]([CH2:20][OH:21])[n:18]2[CH3:19])[cH:9][c:10]([Cl:12])[cH:11]1.[O:25]1[CH2:26][CH2:27][CH2:28][CH2:29]1>>[CH3:1][NH:2][C:3](=[O:4])[O:21][CH2:20][c:17]1[n:16][c:15]([CH:22]([CH3:23])[CH3:24])[c:14]([S:13][c:8]2[cH:7][c:6]([Cl:5])[cH:11][c:10]([Cl:12])[cH:9]2)[n:18]1[CH3:19]. Starting materials: CC1(OB(OC1(C)C)C=1C=C(C=NC1)C(C)(C)O)C (2-[5-(4,4,5,5-tetramethyl-1,3,2-dioxaborolan-2-yl)-3-pyridinyl]-2-propanol), ClC=1N=C2N(C=C(C=C2)F)C1C#N (2-Chloro-6-fluoroimidazo[1,2-a]pyridine-3-carbonitrile), C1(CCCCC1)P(C1=C(C=CC=C1)C1=C(C=CC=C1OC)OC)C1CCCCC1 (2-dicyclohexylphosphino-2′,6′-dimethoxy-1,1′-biphenyl), [O-]P(=O)([O-])[O-].[K+].[K+].[K+] (potassium phosphate tribasic). The reagents and catalysts are C(C)(=O)[O-].[Pd+2].C(C)(=O)[O-] (palladium acetate). Solvent: O1CCCC1 (tetrahydrofuran). Run at temperature 100 celsius. The product is FC=1C=CC=2N(C1)C(=C(N2)C=2C=NC=C(C2)C(C)(C)O)C#N (6-fluoro-2-(5-(2-hydroxypropan-2-yl)pyridin-3-yl)imidazo[1,2-a]pyridine-3-carbonitrile). As a reaction SMILES: CC1(C)C(C)(C)OB([C:9]2[CH:10]=[C:11]([C:15]([OH:18])([CH3:17])[CH3:16])[CH:12]=[N:13][CH:14]=2)O1.Cl[C:21]1[N:22]=[C:23]2[CH:28]=[CH:27][C:26]([F:29])=[CH:25][N:24]2[C:30]=1[C:31]#[N:32].C1(P(C2CCCCC2)C2C=CC=CC=2C2C(OC)=CC=CC=2OC)CCCCC1.[O-]P([O-])([O-])=O.[K+].[K+].[K+]>O1CCCC1.C([O-])(=O)C.[Pd+2].C([O-])(=O)C>[F:29][C:26]1[CH:27]=[CH:28][C:23]2[N:24]([C:30]([C:31]#[N:32])=[C:21]([C:9]3[CH:14]=[N:13][CH:12]=[C:11]([C:15]([OH:18])([CH3:16])[CH3:17])[CH:10]=3)[N:22]=2)[CH:25]=1 |f:3.4.5.6,8.9.10|. Reported procedure: To a solution of the title compound from Example 2 Step D (0.053 g, 0.202 mmol) and the title compound from Example 4 Step A (0.033 g, 0.169 mmol) in tetrahydrofuran (0.84 mL) were added palladium acetate (0.0038 g, 0.017 mmol), 2-dicyclohexylphosphino-2′,6′-dimethoxy-1,1′-biphenyl (0.014 g, 0.034 mmol), and potassium phosphate tribasic (0.107 g, 0.506 mmol). The resulting mixture was heated at 100° C. for 18 hours, then filtered with the aid of ethyl acetate and concentrated under reduced press... Reactants: C(C)(=O)N1CCC(CC1)C1(OCCO1)C1=CC=C(C=C1)F (1-acetyl-4-[2-(4-fluorophenyl)-1,3-dioxolan-2-yl]piperidine), [OH-].[Na+] (sodium hydroxide). Yields the product FC1=CC=C(C=C1)C1(OCCO1)C1CCNCC1 (4-[2(4-fluorophenyl)-1,3-dioxolan-2-yl]-piperidine). Yield: 82.0%. As a reaction SMILES: C([N:4]1[CH2:9][CH2:8][CH:7]([C:10]2([C:15]3[CH:20]=[CH:19][C:18]([F:21])=[CH:17][CH:16]=3)[O:14][CH2:13][CH2:12][O:11]2)[CH2:6][CH2:5]1)(=O)C.[OH-].[Na+]>>[F:21][C:18]1[CH:19]=[CH:20][C:15]([C:10]2([CH:7]3[CH2:8][CH2:9][NH:4][CH2:5][CH2:6]3)[O:14][CH2:13][CH2:12][O:11]2)=[CH:16][CH:17]=1 |f:1.2|. Procedure details: A mixture of 5 parts of 1-acetyl-4-[2-(4-fluorophenyl)-1,3-dioxolan-2-yl]piperidine and 100 parts of sodium hydroxide solution 10% is stirred and refluxed overnight. The reaction mixture is cooled and the product is extracted with trichloromethane. The extract is dried, filtered and evaporated. The solid residue is stirred in 2,2'-oxybispropane. The product is filtered off and dried in vacuo at 40° C, yielding 3.5 parts (82%) of 4-[2(4-fluorophenyl)-1,3-dioxolan-2-yl]-piperidine. The reactants are BrCCBr, Clc1nccnc1Cl, C[Si](C)(C)Cl, CC(C)(C)OC(=O)N1CCC(I)CC1, [Zn]. Yields the product CC(C)(C)OC(=O)N1CCC(c2nccnc2Cl)CC1. As a reaction SMILES: [Br:1][CH2:2][CH2:3][Br:4].[Cl:24][c:25]1[n:26][cH:27][cH:28][n:29][c:30]1[Cl:31].[Cl:5][Si:6]([CH3:7])([CH3:8])[CH3:9].[I:10][CH:11]1[CH2:12][CH2:13][N:14]([C:17](=[O:18])[O:19][C:20]([CH3:21])([CH3:22])[CH3:23])[CH2:15][CH2:16]1.[Zn:32]>>[CH:11]1([c:30]2[c:25]([Cl:24])[n:26][cH:27][cH:28][n:29]2)[CH2:12][CH2:13][N:14]([C:17](=[O:18])[O:19][C:20]([CH3:21])([CH3:22])[CH3:23])[CH2:15][CH2:16]1. Procedure: To a solution of 2-nitro-3,6-bis(trifluoromethyl)benzenamine (2.3 g, 8.4 mmol) in methanol (10 mL) was added a solution of SnCl2.H2O (7.56 g, 33.6 mmol) in concentrated HCl (15 mL). The mixture was heated to 50° C. and stirred for 2 hours. Methanol was removed in vacuum and the aqueous solution was basified with sodium hydroxide solution. The suspension was diluted with EtOAc (150 mL), and the mixture was stirred at room temperature for 30 minutes and filtered. The filtrate was washed with brine... Yields the product crude product, FC(C1=C(C(=C(C=C1)C(F)(F)F)N)N)(F)F (3,6-bis(trifluoromethyl)benzene-1,2-diamine). Isolated yield 73.1%. The reactants are [N+](=O)([O-])C1=C(C(=CC=C1C(F)(F)F)C(F)(F)F)N (2-nitro-3,6-bis(trifluoromethyl)benzenamine), Cl[Sn]Cl.O (SnCl2.H2O). Run in CO (methanol), Cl (HCl). RXN SMILES: [N+:1]([C:4]1[C:9]([C:10]([F:13])([F:12])[F:11])=[CH:8][CH:7]=[C:6]([C:14]([F:17])([F:16])[F:15])[C:5]=1[NH2:18])([O-])=O.Cl[Sn]Cl.O>CO.Cl>[F:11][C:10]([F:12])([F:13])[C:9]1[CH:8]=[CH:7][C:6]([C:14]([F:17])([F:16])[F:15])=[C:5]([NH2:18])[C:4]=1[NH2:1] |f:1.2|. Run at temperature 50 celsius, time 2 hour. Starting materials: CS(C)=O, CC(=O)O, Cc1nc(-c2cn3c(n2)-c2ccc(CN)cc2OCC3)n(-c2ccc(F)cc2F)n1, N#CO[K], O. Yields the product Cc1nc(-c2cn3c(n2)-c2ccc(CNC(N)=O)cc2OCC3)n(-c2ccc(F)cc2F)n1. As a reaction SMILES: [CH3:35][S:36]([CH3:37])=[O:38].[CH3:39][C:40](=[O:41])[OH:42].[F:1][c:2]1[c:3](-[n:9]2[n:10][c:11]([CH3:30])[n:12][c:13]2-[c:14]2[cH:15][n:16]3[c:22]([n:23]2)-[c:21]2[c:20]([cH:27][c:26]([CH2:28][NH2:29])[cH:25][cH:24]2)[O:19][CH2:18][CH2:17]3)[cH:4][cH:5][c:6]([F:8])[cH:7]1.[K:31][O:32][C:33]#[N:34].[OH2:43]>>[F:1][c:2]1[c:3](-[n:9]2[n:10][c:11]([CH3:30])[n:12][c:13]2-[c:14]2[cH:15][n:16]3[c:22]([n:23]2)-[c:21]2[c:20]([cH:27][c:26]([CH2:28][NH:29][C:33](=[O:32])[NH2:34])[cH:25][cH:24]2)[O:19][CH2:18][CH2:17]3)[cH:4][cH:5][c:6]([F:8])[cH:7]1. Starting materials: CCc1ccccc1NC(=O)c1ccccc1OC(C)=O, CO, CCCCCC, ClCCl, Cl, [Na+], [OH-]. The product is CCc1ccccc1NC(=O)c1ccccc1O. Reaction SMILES: [C:5](=[O:6])([CH3:7])[O:8][c:9]1[c:10]([C:11](=[O:12])[NH:13][c:14]2[c:15]([CH2:16][CH3:17])[cH:18][cH:19][cH:20][cH:21]2)[cH:22][cH:23][cH:24][cH:25]1.[CH3:1][OH:2].[CH3:27][CH2:28][CH2:29][CH2:30][CH2:31][CH3:32].[Cl:33][CH2:34][Cl:35].[ClH:26].[Na+:4].[OH-:3]>>[OH:8][c:9]1[c:10]([C:11](=[O:12])[NH:13][c:14]2[c:15]([CH2:16][CH3:17])[cH:18][cH:19][cH:20][cH:21]2)[cH:22][cH:23][cH:24][cH:25]1.